This data is from the Open Reaction Database (ORD), a public repository of structured organic reaction records. The task is: describe an organic reaction: reactants, conditions, products, and yield RXN SMILES: [Na].[CH2:2]([CH:4]([C:10]([O:12][CH2:13][CH3:14])=[O:11])[C:5]([O:7][CH2:8][CH3:9])=[O:6])[CH3:3].[Na][C:16](C(CC)(CC)C)(C([O-])=O)[C:17]([O-])=O.O.[C:30]1([CH3:37])[C:31](C)=[CH:32][CH:33]=[CH:34][CH:35]=1>C1(C)C=CC=CC=1>[CH2:8]([O:7][C:5](=[O:6])[C:4]([CH2:16][CH3:17])([CH2:2][CH2:3][CH2:37][CH:30]1[CH2:35][CH2:34][CH2:33][CH2:32][CH2:31]1)[C:10]([O:12][CH2:13][CH3:14])=[O:11])[CH3:9] |^1:0|. Solvent: C1(=CC=CC=C1)C (toluene). Procedure details: Sodium metal (3.16 g, 0.137 g/atom) was dispersed by heating with rapid stirring in 80 ml of dry xylene at 110° to 120° C. The mixture was cooled and the xylene was removed with a filter stick. Dry toluene (300 ml distilled from calcium hydride) was added thereto and followed by the addition of 28.17 g (0.149 mole) of diethyl ethylmalonate. This mixture was slowly heated to 150° C. 3-Cyclohexylpropyl-1-tosylate (28.3 g, 1.1956 mole; prepared by Example 10A) was dissolved in 80 ml of dry toluene.... Product: C(C)OC(C(C(=O)OCC)(CCCC1CCCCC1)CC)=O (Diethyl-2-ethyl-2-(3-cyclohexylpropyl)-malonate). Starting materials: 3-Cyclohexylpropyl-1-tosylate, [Na] (Sodium), [Na]C(C(=O)[O-])(C(=O)[O-])C(C)(CC)CC (sodiodiethylethylmalonate), O (water), C(C)C(C(=O)OCC)C(=O)OCC (diethyl ethylmalonate), C=1(C(=CC=CC1)C)C (xylene). Run at temperature 150 celsius, time 10 hour.